Dataset: the Open Reaction Database (ORD), a public repository of structured organic reaction records. Task: describe an organic reaction: reactants, conditions, products, and yield Starting materials: CC(=O)OCc1c(Br)cc(F)cc1Br, O=C1NCCc2c1sc1c2CCCC1, O=C([O-])[O-], [Cs+], [Cs+], C1COCCO1, O=C(C=Cc1ccccc1)C=Cc1ccccc1, O=C(C=Cc1ccccc1)C=Cc1ccccc1, O=C(C=Cc1ccccc1)C=Cc1ccccc1, [Pd], [Pd]. The product is CC(=O)OCc1c(Br)cc(F)cc1N1CCc2c(sc3c2CCCC3)C1=O. Reaction SMILES: [C:15]([CH3:16])(=[O:17])[O:18][CH2:19][c:20]1[c:21]([Br:28])[cH:22][c:23]([F:27])[cH:24][c:25]1[Br:26].[C:1]1(=[O:14])[NH:2][CH2:3][CH2:4][c:5]2[c:6]1[s:7][c:8]1[c:9]2[CH2:10][CH2:11][CH2:12][CH2:13]1.[C:29](=[O:30])([O-:31])[O-:32].[Cs+:33].[Cs+:34].[O:35]1[CH2:36][CH2:37][O:38][CH2:39][CH2:40]1.[O:43]=[C:44]([CH:45]=[CH:46][c:47]1[cH:48][cH:49][cH:50][cH:51][cH:52]1)[CH:53]=[CH:54][c:55]1[cH:56][cH:57][cH:58][cH:59][cH:60]1.[O:61]=[C:62]([CH:63]=[CH:64][c:65]1[cH:66][cH:67][cH:68][cH:69][cH:70]1)[CH:71]=[CH:72][c:73]1[cH:74][cH:75][cH:76][cH:77][cH:78]1.[O:79]=[C:80]([CH:81]=[CH:82][c:83]1[cH:84][cH:85][cH:86][cH:87][cH:88]1)[CH:89]=[CH:90][c:91]1[cH:92][cH:93][cH:94][cH:95][cH:96]1.[Pd:41].[Pd:42]>>[C:1]1(=[O:14])[N:2]([c:21]2[c:20]([CH2:19][O:18][C:15]([CH3:16])=[O:17])[c:25]([Br:26])[cH:24][c:23]([F:27])[cH:22]2)[CH2:3][CH2:4][c:5]2[c:6]1[s:7][c:8]1[c:9]2[CH2:10][CH2:11][CH2:12][CH2:13]1. Reactants: BrC(C(=O)C1=CC=C(C=C1)Cl)C (2-bromo-4′-chloropropiophenone), S1C=C(C=C1)CC(=O)O (3-thiopheneacetic acid), CN(C)C=O (DMF), N12CCCCCC2=NCCC1 (1,8-diazabicyclo[5.4.0]undec-7-ene), Cl (hydrochloric acid), resultant mixture. The solvent is C(C)#N (acetonitrile), C(C)N(CC)CC (triethylamine). The product is ClC1=CC=C(C=C1)C1=C(C(OC1(C)O)=O)C1=CSC=C1 (4-(4-chlorophenyl)-5-hydroxy-5-methyl-3-(3-thienyl)-2(5H)-furanone). Reaction SMILES: Br[CH:2]([CH3:12])[C:3]([C:5]1[CH:10]=[CH:9][C:8]([Cl:11])=[CH:7][CH:6]=1)=O.[S:13]1[CH:17]=[CH:16][C:15]([CH2:18][C:19]([OH:21])=[O:20])=[CH:14]1.N12CCCN=C1CCCCC2.Cl.CN(C=[O:38])C>C(N(CC)CC)C.C(#N)C>[Cl:11][C:8]1[CH:9]=[CH:10][C:5]([C:3]2[C:2]([OH:38])([CH3:12])[O:20][C:19](=[O:21])[C:18]=2[C:15]2[CH:16]=[CH:17][S:13][CH:14]=2)=[CH:6][CH:7]=1. Conditions: time 2 hour. Procedure details: To a mixture of 3.08 g of 2-bromo-4′-chloropropiophenone, 1.79 g of 3-thiopheneacetic acid, acetonitrile and 10 ml of DMF was added 1.53 g of triethylamine, and the mixture was stirred for 2 hours at room temperature. The resultant mixture was cooled to 0° C., and 4.60 g of 1,8-diazabicyclo[5.4.0]undec-7-ene was added dropwise into this, and the mixture was stirred for 3 hours at room temperature. Then, the reaction mixture was stirred for 11 hours at room temperature while blowing air into the ... Reactants: BrCCC=C (4-bromo-1-butene), C(CC=C)[Si](C)(C)C (3-butenyltrimethylsilane), C[Si](Cl)(C)C (trimethylchlorosilane), Br (hydrogen bromide), Grignard reagent. Product: BrCCCC[Si](C)(C)C (4-bromobutyltrimethylsilane). RXN SMILES: [CH2:1]([Si:5]([CH3:8])([CH3:7])[CH3:6])[CH2:2][CH:3]=[CH2:4].C[Si](C)(C)Cl.[Br:14]CCC=C.Br>>[Br:14][CH2:4][CH2:3][CH2:2][CH2:1][Si:5]([CH3:8])([CH3:7])[CH3:6]. Procedure details: Thus, 3-butenyltrimethylsilane, prepared from trimethylchlorosilane and the Grignard reagent of 4-bromo-1-butene, undergoes the free radical catalyzed addition of hydrogen bromide to give 4-bromobutyltrimethylsilane. The reaction of an alkyl bromide with sodium nitrite in dimethylsulfoxide gives a nitroalkane with alkyl nitrites as byproducts. This reaction proceeds smoothly with 4-bromobutyltrimethylsilane to give 4-nitrobutyltrimethylsilane. The oxidative nitration reaction of this compound ga... The reactants are ClC1=CC=C(C=C1)C(N1CC(C1)N(S(=O)=O)CC1=NC(=CC=C1)Cl)C1=CC=C(C=C1)Cl (N-{1-[Bis-(4-chlorophenyl)methyl]azetidin-3-yl}-N-(6-chloropyrid-2-yl)methylsulfonamide), N(=NC(=O)OCC)C(=O)OCC (diethyl azodicarboxylate), C1(=CC=CC=C1)P(C1=CC=CC=C1)C1=CC=CC=C1 (triphenylphosphine), ClC1=CC=C(C=C1)C(N1CC(C1)O)C1=CC=C(C=C1)Cl (1-[bis(4-chlorophenyl)methyl]-azetidin-3-ol), ClC1=CC=CC(=N1)CNS(=O)=O (N-(6-chloropyrid-2-yl)methylsulfonamide). The solvent is O1CCCC1 (tetrahydrofuran). Conditions: temperature 20 celsius, time 20 hour. The product is ClC1=CC=C(C=C1)C(N1CC(C1)N(S(=O)(=O)C)C1=NC(=CC=C1)Cl)C1=CC=C(C=C1)Cl (N-{1-[bis(4-chloro-phenyl)methyl]azetidin-3-yl}-N-(6-chloropyrid-2-yl)-methylsulfonamide). Reaction SMILES: [Cl:1][C:2]1[CH:7]=[CH:6][C:5]([CH:8]([C:25]2[CH:30]=[CH:29][C:28]([Cl:31])=[CH:27][CH:26]=2)[N:9]2[CH2:12][CH:11]([N:13](CC3C=CC=C(Cl)N=3)[SH:14](=[O:16])=[O:15])[CH2:10]2)=[CH:4][CH:3]=1.N(C(OCC)=O)=N[C:34](OCC)=O.C1(P(C2C=CC=CC=2)C2C=CC=CC=2)C=CC=CC=1.[Cl:63][C:64]1C=C[C:67]([CH:70](C2C=CC(Cl)=CC=2)[N:71]2CC(O)C2)=[CH:66][CH:65]=1.ClC1N=C(CNS(=O)=O)C=CC=1>O1CCCC1>[Cl:31][C:28]1[CH:27]=[CH:26][C:25]([CH:8]([C:5]2[CH:6]=[CH:7][C:2]([Cl:1])=[CH:3][CH:4]=2)[N:9]2[CH2:10][CH:11]([N:13]([C:70]3[CH:67]=[CH:66][CH:65]=[C:64]([Cl:63])[N:71]=3)[S:14]([CH3:34])(=[O:15])=[O:16])[CH2:12]2)=[CH:30][CH:29]=1. Reported procedure: N-{1-[Bis-(4-chlorophenyl)methyl]azetidin-3-yl}-N-(6-chloropyrid-2-yl)methylsulfonamide may be prepared by carrying out the procedure in the following manner: 2.4 cm3 of diethyl azodicarboxylate and 1.44 g of triphenylphosphine are added, under argon, to a solution of 1.54 g of 1-[bis(4-chlorophenyl)methyl]-azetidin-3-ol and 1.22 g of N-(6-chloropyrid-2-yl)methylsulfonamide in 120 cm3 of anhydrous tetrahydrofuran. After stirring for 20 hours at 20° C., the reaction mixture is concentrated to dry... The reactants are C(C(C)C)OC1=CC=2CC[C@@H]3[C@H](CC[C@@]4(C(CC[C@@H]34)=O)C)C2C=C1 (3-isobutoxy-13β-methylgona-1,3,5(10)-trien-17-one), C(CC)OC1=CC=2CC[C@@H]3[C@H](CC[C@@]4(C(CC[C@@H]34)=O)C)C2C=C1 (3-n-propoxy-13β-methylgona-1,3,5(10)-trien-17-one). Yields the product C(C(C)C)OC1=CC=2CC[C@@H]3C(=CC[C@@]4(C(CC[C@@H]34)=O)C)C2C=C1 (3-isobutoxy-13β-methylgona-1,3,5(10),9(11)-tetraen-17-one). Yield: 80.5%. As a reaction SMILES: [CH2:1]([O:5][C:6]1[CH:24]=[CH:23][C:22]2[C@H:12]3[CH2:13][CH2:14][C@@:15]4([CH3:21])[C@H:19]([C@@H:11]3[CH2:10][CH2:9][C:8]=2[CH:7]=1)[CH2:18][CH2:17][C:16]4=[O:20])[CH:2]([CH3:4])[CH3:3].C(OC1C=CC2[C@H]3CC[C@@]4(C)[C@H]([C@@H]3CCC=2C=1)CCC4=O)CC>>[CH2:1]([O:5][C:6]1[CH:24]=[CH:23][C:22]2[C:12]3=[CH:13][CH2:14][C@@:15]4([CH3:21])[C@H:19]([C@@H:11]3[CH2:10][CH2:9][C:8]=2[CH:7]=1)[CH2:18][CH2:17][C:16]4=[O:20])[CH:2]([CH3:4])[CH3:3]. Reported procedure: The procedure described in Example 10 hereinbefore was repeated except that 1 gram of 3-isobutoxy-13β-methylgona-1,3,5(10)-trien-17-one was substituted for the 3-n-propoxy-13β-methylgona-1,3,5(10)-trien-17-one that was used in that example. In this manner, 0.8 gram of 3-isobutoxy-13β-methylgona-1,3,5(10),9(11)-tetraen-17-one was obtained after distillation of the dichloromethane from the electrolyzed solution and precipitation by adding a small amount of water to the remaining solution. This com... Procedure details: 1-(6-Amino-9H-purin-9-yl)-1,3-dideoxy-3-(N-formyl-L-phenylalanylamino)-β-D-ribofuranuronic acid (58 mg) was prepared by reacting 1-(6-amino-9H-purin-9-yl)-1,3-dideoxy-3-amino-β-D-ribofuranuronic acid monohydrate (140 mg) prepared in Example 99 with N-hydroxysuccinimide ester of N-formyl-L-phenylalanine (130 mg) according to a similar manner to that of Example 5, mp. 169°-181° C. (dec.). Reaction SMILES: O.[NH2:2][C:3]1[N:11]=[CH:10][N:9]=[C:8]2[C:4]=1[N:5]=[CH:6][N:7]2[C@@H:12]1[O:17][C@H:16]([C:18]([OH:20])=[O:19])[C@@H:15]([NH2:21])[C@H:13]1[OH:14].[CH:22]([NH:24][C@H:25]([C:33](O)=[O:34])[CH2:26][C:27]1[CH:32]=[CH:31][CH:30]=[CH:29][CH:28]=1)=[O:23]>>[NH2:2][C:3]1[N:11]=[CH:10][N:9]=[C:8]2[C:4]=1[N:5]=[CH:6][N:7]2[C@@H:12]1[O:17][C@H:16]([C:18]([OH:20])=[O:19])[C@@H:15]([NH:21][C:33](=[O:34])[C@H:25]([CH2:26][C:27]2[CH:32]=[CH:31][CH:30]=[CH:29][CH:28]=2)[NH:24][CH:22]=[O:23])[C@H:13]1[OH:14] |f:0.1|. The product is NC1=C2N=CN(C2=NC=N1)[C@H]1[C@H](O)[C@@H]([C@H](O1)C(=O)O)NC([C@@H](NC=O)CC1=CC=CC=C1)=O (1-(6-Amino-9H-purin-9-yl)-1,3-dideoxy-3-(N-formyl-L-phenylalanylamino)-β-D-ribofuranuronic acid). Starting materials: O.NC1=C2N=CN(C2=NC=N1)[C@H]1[C@H](O)[C@@H]([C@H](O1)C(=O)O)N (1-(6-amino-9H-purin-9-yl)-1,3-dideoxy-3-amino-β-D-ribofuranuronic acid monohydrate), N-hydroxysuccinimide ester, C(=O)N[C@@H](CC1=CC=CC=C1)C(=O)O (N-formyl-L-phenylalanine). Yield: 27.1%. Reactants: C[Si]([N-][Si](C)(C)C)(C)C.[Li+] (lithium hexamethyldisilazide), NC1=NC(=CC(=N1)Cl)C (2-amino-4-chloro-6-methylpyrimidine), CN1C(N(CCC1)C)=O (1,3-dimethyl-3,4,5,6-tetrahydro-2(1H)-pyrimidinone), ICCCC (1-iodobutane). The solvent is O1CCCC1 (tetrahydrofuran), C(C)(=O)OCC (ethyl acetate), O1CCCC1 (tetrahydrofuran). Conditions: temperature 0 celsius, time 30 minute. Yields the product C(CCC)NC1=NC(=CC(=N1)Cl)C (2-Butylamino-4-chloro-6-methylpyrimidine). The yield is 33.0%. RXN SMILES: [NH2:1][C:2]1[N:7]=[C:6]([Cl:8])[CH:5]=[C:4]([CH3:9])[N:3]=1.CN1CCCN(C)C1=O.C[Si](C)(C)[N-][Si](C)(C)C.[Li+].I[CH2:30][CH2:31][CH2:32][CH3:33]>O1CCCC1.C(OCC)(=O)C>[CH2:30]([NH:1][C:2]1[N:7]=[C:6]([Cl:8])[CH:5]=[C:4]([CH3:9])[N:3]=1)[CH2:31][CH2:32][CH3:33] |f:2.3|. Procedure: To 2-amino-4-chloro-6-methylpyrimidine (10.0 g, 69.7 mmol) dissolved in 70 mL of anhydrous tetrahydrofuran was added 21 mL (2.5 equilvalents) of 1,3-dimethyl-3,4,5,6-tetrahydro-2(1H)-pyrimidinone (DMPU) at ambient temperature. The solution was cooled to ~10° C. and 69.6 mL (1.0 equivalent) of 1M lithium hexamethyldisilazide in tetrahydrofuran was added. The solution was stirred at 0° C. for 30 minutes and then 7.92 mL (1.0 equivalent) of 1-iodobutane was added at 0° C., and the reaction was allo... Starting materials: COC(=O)CBr, CCOCC, COc1ccc2c(c1)C(N)CCC2. Product: COC(=O)CNC1CCCc2ccc(OC)cc21. Reaction SMILES: [CH3:14][O:15][C:16]([CH2:17][Br:18])=[O:19].[CH3:20][CH2:21][O:22][CH2:23][CH3:24].[NH2:1][CH:2]1[CH2:3][CH2:4][CH2:5][c:6]2[cH:7][cH:8][c:9]([O:12][CH3:13])[cH:10][c:11]21>>[NH:1]([CH:2]1[CH2:3][CH2:4][CH2:5][c:6]2[cH:7][cH:8][c:9]([O:12][CH3:13])[cH:10][c:11]21)[CH2:17][C:16]([O:15][CH3:14])=[O:19]. Starting materials: CC(C)(C)OC(=O)c1cccc(NC(=O)NC2CN(C3CCCCC3)c3ccccc3N(CC(=O)C(C)(C)C)C2=O)c1, ClCCl, O=C(O)C(F)(F)F. Yields the product CC(C)(C)C(=O)CN1C(=O)C(NC(=O)Nc2cccc(C(=O)O)c2)CN(C2CCCCC2)c2ccccc21. Reaction SMILES: [C:8]([CH3:9])([CH3:10])([CH3:11])[C:12](=[O:13])[CH2:14][N:15]1[C:16](=[O:49])[CH:17]([NH:32][C:33](=[O:34])[NH:35][c:36]2[cH:37][c:38]([C:42](=[O:43])[O:44][C:45]([CH3:46])([CH3:47])[CH3:48])[cH:39][cH:40][cH:41]2)[CH2:18][N:19]([CH:26]2[CH2:27][CH2:28][CH2:29][CH2:30][CH2:31]2)[c:20]2[c:21]1[cH:22][cH:23][cH:24][cH:25]2.[CH2:50]([Cl:51])[Cl:52].[OH:1][C:2]([C:3]([F:4])([F:5])[F:6])=[O:7]>>[C:8]([CH3:9])([CH3:10])([CH3:11])[C:12](=[O:13])[CH2:14][N:15]1[C:16](=[O:49])[CH:17]([NH:32][C:33](=[O:34])[NH:35][c:36]2[cH:37][c:38]([C:42](=[O:43])[OH:44])[cH:39][cH:40][cH:41]2)[CH2:18][N:19]([CH:26]2[CH2:27][CH2:28][CH2:29][CH2:30][CH2:31]2)[c:20]2[c:21]1[cH:22][cH:23][cH:24][cH:25]2.